Dataset: the Open Reaction Database (ORD), a public repository of structured organic reaction records. Task: describe an organic reaction: reactants, conditions, products, and yield The reactants are ClC1=CC2=C(C3=C(C[N+](=C2C2=C(C=CC=C2)F)[O-])C=NC=N3)C=C1 (9-chloro-7-(2-fluorophenyl)-5H-pyrimido[5,4-d][2]benzazepine-6-oxide), P(Cl)(Cl)Cl (phosphorous trichloride), [OH-].[NH4+] (ammonium hydroxide). Run in C(Cl)Cl (methylene chloride). Product: ClC1=CC2=C(C3=C(CN=C2C2=C(C=CC=C2)F)C=NC=N3)C=C1 (9-Chloro-7-(2-fluorophenyl)-5H-pyrimido[5,4-d][2]benzazepine). RXN SMILES: [Cl:1][C:2]1[CH:24]=[CH:23][C:5]2[C:6]3[N:22]=[CH:21][N:20]=[CH:19][C:7]=3[CH2:8][N+:9]([O-])=[C:10]([C:11]3[CH:16]=[CH:15][CH:14]=[CH:13][C:12]=3[F:17])[C:4]=2[CH:3]=1.P(Cl)(Cl)Cl.[OH-].[NH4+]>C(Cl)Cl>[Cl:1][C:2]1[CH:24]=[CH:23][C:5]2[C:6]3[N:22]=[CH:21][N:20]=[CH:19][C:7]=3[CH2:8][N:9]=[C:10]([C:11]3[CH:16]=[CH:15][CH:14]=[CH:13][C:12]=3[F:17])[C:4]=2[CH:3]=1 |f:2.3|. Reported procedure: A mixture of 0.5 g (1.5 mmol) of 9-chloro-7-(2-fluorophenyl)-5H-pyrimido[5,4-d][2]benzazepine-6-oxide, and 1.0 ml (10 mmol) of phosphorous trichloride in 20 ml of methylene chloride was heated at reflux for 2 hr. The mixture was poured over ice, basified with ammonium hydroxide and extracted with methylene chloride. The methylene chloride solution was dried over anhydrous sodium sulfate and concentrated at reduced pressure to dryness. The residue was crystallized from ether to give off-white cry... Reactants: CCOC(C)=O, CC(C)NC(=O)C(O)C(Cc1ccccc1)NC(=O)OC(C)(C)C, Cl. Product: CC(C)NC(=O)C(O)C(N)Cc1ccccc1. Reaction SMILES: [C:1]([O:2][CH2:3][CH3:4])(=[O:5])[CH3:6].[CH:8]([CH3:9])([CH3:10])[NH:11][C:12]([CH:13]([CH:14]([CH2:15][c:16]1[cH:17][cH:18][cH:19][cH:20][cH:21]1)[NH:22][C:23]([O:24][C:25]([CH3:26])([CH3:27])[CH3:28])=[O:29])[OH:30])=[O:31].[ClH:7]>>[CH:8]([CH3:9])([CH3:10])[NH:11][C:12]([CH:13]([CH:14]([CH2:15][c:16]1[cH:17][cH:18][cH:19][cH:20][cH:21]1)[NH2:22])[OH:30])=[O:31]. The product is [Br-], C=CC[n+]1cccc(O)c1-c1ccccc1. As a reaction SMILES: [CH2:14]([CH:15]=[CH2:16])[Br:17].[CH3:18][c:19]1[cH:20][cH:21][cH:22][cH:23][cH:24]1.[OH:1][c:2]1[c:3](-[c:8]2[cH:9][cH:10][cH:11][cH:12][cH:13]2)[n:4][cH:5][cH:6][cH:7]1>>[Br-:17].[OH:1][c:2]1[c:3](-[c:8]2[cH:9][cH:10][cH:11][cH:12][cH:13]2)[n+:4]([CH2:16][CH:15]=[CH2:14])[cH:5][cH:6][cH:7]1. Starting materials: C=CCBr, Cc1ccccc1, Oc1cccnc1-c1ccccc1.